Task: describe an organic reaction: reactants, conditions, products, and yield. Dataset: the Open Reaction Database (ORD), a public repository of structured organic reaction records The reactants are O=C([O-])[O-], CN(C)P(=O)(N(C)C)N(C)C, FC(F)(F)CCCCCCCCCCCCCCCBr, [K+], [K+], CCOC(=O)C=Cc1ccc(N)cc1, O. Yields the product CCOC(=O)C=Cc1ccc(NCCCCCCCCCCCCCCCC(F)(F)F)cc1. As a reaction SMILES: [C:35](=[O:36])([O-:37])[O-:38].[CH3:41][N:42]([P:43]([N:44]([CH3:45])[CH3:46])([N:47]([CH3:48])[CH3:49])=[O:50])[CH3:51].[F:15][C:16]([CH2:17][CH2:18][CH2:19][CH2:20][CH2:21][CH2:22][CH2:23][CH2:24][CH2:25][CH2:26][CH2:27][CH2:28][CH2:29][CH2:30][CH2:31][Br:32])([F:33])[F:34].[K+:39].[K+:40].[NH2:1][c:2]1[cH:3][cH:4][c:5]([CH:6]=[CH:7][C:8](=[O:9])[O:10][CH2:11][CH3:12])[cH:13][cH:14]1.[OH2:52]>>[NH:1]([c:2]1[cH:3][cH:4][c:5]([CH:6]=[CH:7][C:8](=[O:9])[O:10][CH2:11][CH3:12])[cH:13][cH:14]1)[CH2:31][CH2:30][CH2:29][CH2:28][CH2:27][CH2:26][CH2:25][CH2:24][CH2:23][CH2:22][CH2:21][CH2:20][CH2:19][CH2:18][CH2:17][C:16]([F:15])([F:33])[F:34]. Reactants: [OH-].[Na+] (sodium hydroxide), C1=C(N=C2N1C1=CC=CC=C1N=C2)C(=O)OCC (ethyl imidazo-[1,2-a]-quinoxaline-2-carboxylate), O (water). Solvent: C(C)O (ethanol). The product is C1=C(N=C2N1C1=CC=CC=C1N=C2)C(=O)O (Imidazo-[1,2-a]-quinoxaline-2-carboxylic acid). As a reaction SMILES: [OH-].[Na+].[CH:3]1[N:7]2[C:8]3[C:13]([N:14]=[CH:15][C:6]2=[N:5][C:4]=1[C:16]([O:18]CC)=[O:17])=[CH:12][CH:11]=[CH:10][CH:9]=3.O>C(O)C>[CH:3]1[N:7]2[C:8]3[C:13]([N:14]=[CH:15][C:6]2=[N:5][C:4]=1[C:16]([OH:18])=[O:17])=[CH:12][CH:11]=[CH:10][CH:9]=3 |f:0.1|. Procedure: 10 ml of 1 N sodium hydroxide solution were added to a suspension of 0.63 g of the product of Step B, 30 ml of water and 10 ml of ethanol and the mixture was refluxed for one hour to obtain a clear yellow solution. The ethanol was distilled under reduced pressure and the aqueous solution was acidified with concentrated hydrochloric acid. The mixture was filtered to recover 0.6 g of imidazo-[1,2-a]-quinoxaline-2-carboxylic acid in the form of a buff crystalline solid melting at 274°-275° C. Reactants: O=C([O-])[O-], COC(=O)CCc1[nH]cnc1Cl, C[Si](C)(C)CCOCCl, CCN(C(C)C)C(C)C, ClC(Cl)Cl, ClCCl, [Na+], [Na+]. The product is COC(=O)CCc1c(Cl)ncn1COCC[Si](C)(C)C. RXN SMILES: [C:38](=[O:39])([O-:40])[O-:41].[CH3:1][O:2][C:3]([CH2:4][CH2:5][c:6]1[nH:7][cH:8][n:9][c:10]1[Cl:11])=[O:12].[CH3:25][Si:26]([CH2:27][CH2:28][O:29][CH2:30][Cl:31])([CH3:32])[CH3:33].[CH:13]([N:14]([CH2:15][CH3:16])[CH:17]([CH3:18])[CH3:19])([CH3:20])[CH3:21].[CH:34]([Cl:35])([Cl:36])[Cl:37].[Cl:22][CH2:23][Cl:24].[Na+:42].[Na+:43]>>[CH3:1][O:2][C:3]([CH2:4][CH2:5][c:6]1[n:7]([CH2:30][O:29][CH2:28][CH2:27][Si:26]([CH3:25])([CH3:32])[CH3:33])[cH:8][n:9][c:10]1[Cl:11])=[O:12]. Starting materials: CN(CCOC1=CC=C(C=C1)N)C (4-(2-dimethylamino-ethoxy)-phenylamine), C(C)N1CCN(CC1)C=1C=C(C=CC1)NC(=O)C=1C=2N=CC=NC2C(=CC1)C1=CN=CC2=CC=CC=C12 (8-Isoquinolin-4-yl-quinoxaline-5-carboxylic acid [3-(4-ethyl-piperazin-1-yl)phenyl]-amide). Product: CN(CCOC1=CC=C(C=C1)NC(=O)C=1C=2N=CC=NC2C(=CC1)C1=CN=CC2=CC=CC=C12)C (8-Isoquinolin-4-yl-quinoxaline-5-carboxylic acid [4-(2-dimethylamino-ethoxy)phenyl]-amide). RXN SMILES: [CH3:1][N:2]([CH3:13])[CH2:3][CH2:4][O:5][C:6]1[CH:11]=[CH:10][C:9]([NH2:12])=[CH:8][CH:7]=1.C(N1CCN(C2C=C(N[C:29]([C:31]3[C:32]4[N:33]=[CH:34][CH:35]=[N:36][C:37]=4[C:38]([C:41]4[C:50]5[C:45](=[CH:46][CH:47]=[CH:48][CH:49]=5)[CH:44]=[N:43][CH:42]=4)=[CH:39][CH:40]=3)=[O:30])C=CC=2)CC1)C>>[CH3:1][N:2]([CH3:13])[CH2:3][CH2:4][O:5][C:6]1[CH:11]=[CH:10][C:9]([NH:12][C:29]([C:31]2[C:32]3[N:33]=[CH:34][CH:35]=[N:36][C:37]=3[C:38]([C:41]3[C:50]4[C:45](=[CH:46][CH:47]=[CH:48][CH:49]=4)[CH:44]=[N:43][CH:42]=3)=[CH:39][CH:40]=2)=[O:30])=[CH:8][CH:7]=1. Procedure details: The title compound was prepared in analogy to the procedure described in Step 14.1 but using 4-(2-dimethylamino-ethoxy)-phenylamine (Step 5.1) and 8-isoquinolin-4-yl-quinoxaline-5-car-boxylic acid (Example 52). Title compound: ESI-MS: 464.1 [M+H]+; tR=8.23 min (System 2). The reactants are Cc1ccc(S(=O)(=O)Oc2ccc3c(O)c(-c4ccccc4)c(C)cc3c2)cc1, CO, ClC(Cl)Cl, Cl[Ni]Cl, O, O, O, O, O, O. The product is Cc1cc2ccccc2c(O)c1-c1ccccc1. Reaction SMILES: [CH3:1][c:2]1[cH:3][cH:4][c:5]([S:6]([O:7][c:12]2[cH:13][c:14]3[cH:15][c:16]([CH3:29])[c:17](-[c:23]4[cH:24][cH:25][cH:26][cH:27][cH:28]4)[c:18]([OH:22])[c:19]3[cH:20][cH:21]2)(=[O:8])=[O:9])[cH:10][cH:11]1.[CH3:34][OH:35].[Cl:30][CH:31]([Cl:32])[Cl:33].[Ni:42]([Cl:43])[Cl:44].[OH2:36].[OH2:37].[OH2:38].[OH2:39].[OH2:40].[OH2:41]>>[cH:12]1[cH:13][c:14]2[cH:15][c:16]([CH3:29])[c:17](-[c:23]3[cH:24][cH:25][cH:26][cH:27][cH:28]3)[c:18]([OH:22])[c:19]2[cH:20][cH:21]1. Starting materials: CC1(C(C1CC(Cl)(Cl)Cl)C(=O)OC)C (methyl 2,2-dimethyl-3-(2,2,2-trichloroethyl)cyclopropane-1-carboxylate), CC1(C(C1CC(Cl)(Cl)Cl)C(=O)OC)C (methyl 2,2-dimethyl-3-(2,2,2-trichloroethyl)cyclopropane-1-carboxylate), N1CCCC1 (pyrrolidine). The solvent is CN(C=O)C (dimethylformamide). The product is ClC(=CC1C(C1C(=O)OC)(C)C)Cl (Methyl 3-(2,2-dichloroethenyl)-2,2-dimethylcyclopropane-1-carboxylate). Reaction SMILES: [CH3:1][C:2]1([CH3:14])[CH:4]([CH2:5][C:6](Cl)([Cl:8])[Cl:7])[CH:3]1[C:10]([O:12][CH3:13])=[O:11].N1CCCC1>CN(C)C=O>[Cl:7][C:6]([Cl:8])=[CH:5][CH:4]1[CH:3]([C:10]([O:12][CH3:13])=[O:11])[C:2]1([CH3:1])[CH3:14]. Procedure details: A mixture of 2.6 g (0.01 mol) of methyl 2,2-dimethyl-3-(2,2,2-trichloroethyl)cyclopropane-1-carboxylate (compound Z, C/T=80/20), 1.0 ml of pyrrolidine, and 20 ml of dimethylformamide was heated at 100° for 20 hours to give, by glpc analysis, 68.5% cis and 24.0% trans (C/T=74/26) methyl 3-(2,2-dichloroethenyl)-2,2-dimethylcyclopropane-1-carboxylate, compound C.